This data is from the Open Reaction Database (ORD), a public repository of structured organic reaction records. The task is: describe an organic reaction: reactants, conditions, products, and yield Starting materials: CC(C)c1nn(Cc2cccc(Br)c2)c(=O)c(C(=O)NCC(=O)O)c1O, O=C([O-])[O-], C1COCCO1, CC1(C)OB(c2ccnc(N3CCNCC3)c2)OC1(C)C, Cl, [K+], [K+], O, c1ccc(P(c2ccccc2)(c2ccccc2)[Pd](P(c2ccccc2)(c2ccccc2)c2ccccc2)(P(c2ccccc2)(c2ccccc2)c2ccccc2)P(c2ccccc2)(c2ccccc2)c2ccccc2)cc1. The product is CC(C)c1nn(Cc2cccc(-c3ccnc(N4CCNCC4)c3)c2)c(=O)c(C(=O)NCC(=O)O)c1O. Reaction SMILES: [Br:1][c:2]1[cH:3][c:4]([CH2:8][n:9]2[n:10][c:11]([CH:24]([CH3:25])[CH3:26])[c:12]([OH:23])[c:13]([C:16](=[O:17])[NH:18][CH2:19][C:20](=[O:21])[OH:22])[c:14]2=[O:15])[cH:5][cH:6][cH:7]1.[C:48](=[O:49])([O-:50])[O-:51].[CH2:55]1[O:56][CH2:57][CH2:58][O:59][CH2:60]1.[CH3:27][C:28]1([CH3:29])[C:30]([CH3:31])([CH3:32])[O:33][B:34]([c:35]2[cH:36][c:37]([N:41]3[CH2:42][CH2:43][NH:44][CH2:45][CH2:46]3)[n:38][cH:39][cH:40]2)[O:47]1.[ClH:54].[K+:52].[K+:53].[OH2:61].[cH:62]1[cH:63][cH:64][c:65]([P:66]([Pd:67]([P:68]([c:69]2[cH:70][cH:71][cH:72][cH:73][cH:74]2)([c:75]2[cH:76][cH:77][cH:78][cH:79][cH:80]2)[c:81]2[cH:82][cH:83][cH:84][cH:85][cH:86]2)([P:87]([c:88]2[cH:89][cH:90][cH:91][cH:92][cH:93]2)([c:94]2[cH:95][cH:96][cH:97][cH:98][cH:99]2)[c:100]2[cH:101][cH:102][cH:103][cH:104][cH:105]2)[P:106]([c:107]2[cH:108][cH:109][cH:110][cH:111][cH:112]2)([c:113]2[cH:114][cH:115][cH:116][cH:117][cH:118]2)[c:119]2[cH:120][cH:121][cH:122][cH:123][cH:124]2)([c:125]2[cH:126][cH:127][cH:128][cH:129][cH:130]2)[c:131]2[cH:132][cH:133][cH:134][cH:135][cH:136]2)[cH:137][cH:138]1>>[c:2]1(-[c:35]2[cH:36][c:37]([N:41]3[CH2:42][CH2:43][NH:44][CH2:45][CH2:46]3)[n:38][cH:39][cH:40]2)[cH:3][c:4]([CH2:8][n:9]2[n:10][c:11]([CH:24]([CH3:25])[CH3:26])[c:12]([OH:23])[c:13]([C:16](=[O:17])[NH:18][CH2:19][C:20](=[O:21])[OH:22])[c:14]2=[O:15])[cH:5][cH:6][cH:7]1.